From a dataset of the Open Reaction Database (ORD), a public repository of structured organic reaction records. describe an organic reaction: reactants, conditions, products, and yield The reactants are 15, C(C)(C)[C@H]1C(O[C@@H](C1)[C@H](C[C@H](C(C1=CC(=C(C=C1)OCCCOCC1=CC=CC=C1)OCCCOC)OC(C)=O)C(C)C)N=[N+]=[N-])=O (3(S)-isopropyl-5(S)-{1(S)-azido-3(S)-isopropyl-4(R,S)-acetoxy-4-[4-(3-benzyloxypropyloxy)-3-(3-methoxypropyloxy)-phenyl]-butyl}-tetrahydrofuran-2-one), PdO. The solvent is C(C)O (ethanol). Conditions: time 24 hour. Product: C(C)(C)[C@H]1C(O[C@@H](C1)[C@H](C[C@H](CC1=CC(=C(C=C1)OCCCO)OCCCOC)C(C)C)N)=O (3(S)-Isopropyl-5(S)-{1(S)-amino-3(S)-isopropyl-4-[4-(3-hydroxypropyloxy)-3-(3-methoxypropyloxy)-phenyl]-butyl}-tetrahydrofuran-2-one), crude product. RXN SMILES: [CH:1]([C@@H:4]1[CH2:8][C@@H:7]([C@@H:9]([N:44]=[N+]=[N-])[CH2:10][C@@H:11]([CH:41]([CH3:43])[CH3:42])[CH:12](OC(=O)C)[C:13]2[CH:18]=[CH:17][C:16]([O:19][CH2:20][CH2:21][CH2:22][O:23]CC3C=CC=CC=3)=[C:15]([O:31][CH2:32][CH2:33][CH2:34][O:35][CH3:36])[CH:14]=2)[O:6][C:5]1=[O:47])([CH3:3])[CH3:2]>C(O)C>[CH:1]([C@@H:4]1[CH2:8][C@@H:7]([C@@H:9]([NH2:44])[CH2:10][C@@H:11]([CH:41]([CH3:43])[CH3:42])[CH2:12][C:13]2[CH:18]=[CH:17][C:16]([O:19][CH2:20][CH2:21][CH2:22][OH:23])=[C:15]([O:31][CH2:32][CH2:33][CH2:34][O:35][CH3:36])[CH:14]=2)[O:6][C:5]1=[O:47])([CH3:3])[CH3:2]. Procedure details: A solution of 15 1 mg of 3(S)-isopropyl-5(S)-{1(S)-azido-3(S)-isopropyl-4(R,S)-acetoxy-4-[4-(3-benzyloxypropyloxy)-3-(3-methoxypropyloxy)-phenyl]-butyl}-tetrahydrofuran-2-one in 10 ml of ethanol is hydrogenated under normal pressure and at room temperature in the presence of 70 mg of PdO for 170 hours. The reaction mixture is faltered and concentrated by evaporation, and the residue is dissolved in 10 ml of ethanol and is again hydrogenated for 24 hours in the presence of 140 mg of PdO under nor... Reactants: ClCCC1=C(N=C2N(C1=O)CCCC2O)C (3-(2-chloroethyl)-9-hydroxy-2-methyl-6,7,8,9-tetrahydro-4H-pyrido[1,2-a]pyrimidin-4-one), N1C=NC=C1 (1H-imidazole), C(C)(C)(C)[Si](Cl)(C)C (t-butyldimethylchlorosilane). Run in CN(C)C=O (DMF), CN(C)C=O (DMF). Run at time 18 hour. Product: [Si](C)(C)(C(C)(C)C)OC1CCCN2C1=NC(=C(C2=O)CCCl)C (9-((tert-butyldimethylsilyl)oxy)-3-(2-chloroethyl)-2-methyl-6,7,8,9-tetrahydro-4H-pyrido[1,2-a]pyrimidin-4-one). Reaction SMILES: [Cl:1][CH2:2][CH2:3][C:4]1[C:9](=[O:10])[N:8]2[CH2:11][CH2:12][CH2:13][CH:14]([OH:15])[C:7]2=[N:6][C:5]=1[CH3:16].N1C=CN=C1.[C:22]([Si:26]([CH3:29])([CH3:28])Cl)([CH3:25])([CH3:24])[CH3:23]>CN(C=O)C>[Si:26]([O:15][CH:14]1[C:7]2=[N:6][C:5]([CH3:16])=[C:4]([CH2:3][CH2:2][Cl:1])[C:9](=[O:10])[N:8]2[CH2:11][CH2:12][CH2:13]1)([C:22]([CH3:25])([CH3:24])[CH3:23])([CH3:29])[CH3:28]. Procedure: A solution of 3-(2-chloroethyl)-9-hydroxy-2-methyl-6,7,8,9-tetrahydro-4H-pyrido[1,2-a]pyrimidin-4-one (1.0 g, 4.12 mmol) in DMF (5 mL) was treated with 1H-imidazole (701.24 mg, 64.66 mmol), followed by a solution of t-butyldimethylchlorosilane (683.12 mg, 4.53 mmol) in DMF (1 mL). After stirring for 18 h at room temperature, the solvents were removed under vacuum and the residue was taken up in dichloromethane/water (10 mL/10 mL) with addition of a spatula of potassium carbonate. The aqueous lay... Reactants: FC1=C(C=CC=C1)F (o-difluorobenzene), [K] (potassium), C(CCCC)Br.CN1C(N(CCC1)C)=O (pentyl bromide 1,3-dimethyltetrahydro-2-(1H)-pyrimidinone), C(CCC)[Li] (butyllithium), CC(C)([O-])C.[K+] (potassium tertiary-butoxide). The solvent is O1CCCC1 (tetrahydrofuran). Product: FC(CC1=CC=CC=C1)C(CC)F (2,3-difluoropentylbenzene). Reaction SMILES: [F:1][C:2]1[CH:7]=[CH:6]C=C[C:3]=1[F:8].[CH2:9]([Li])[CH2:10][CH2:11]C.[CH3:14][C:15]([CH3:18])([O-])[CH3:16].[K+].[K].C(Br)CCCC.CN1CCCN(C)C1=O>O1CCCC1>[F:8][CH:3]([CH:2]([F:1])[CH2:7][CH3:6])[CH2:14][C:15]1[CH:18]=[CH:11][CH:10]=[CH:9][CH:16]=1 |f:2.3,5.6,^1:19|. Procedure: 2,3-Difluoro-4-pentylbenzoic acid is obtained by reacting o-difluorobenzene with butyllithium in the presence of potassium tertiary-butoxide at -90° to -100° in tetrahydrofuran, alkylating the potassium compound formed using pentyl bromide/1,3-dimethyltetrahydro-2-(1H)-pyrimidinone (DMPU), isolating the 2,3-difluoropentylbenzene, re-metallating by means of butyllithium and subsequently reacting with solid carbon dioxide. Esterification of this acid using trans-4-pentylcyclohexanol gives trans-4-... Starting materials: CC(C)(C)OC(=O)Nc1ccc(Br)cn1, C1CCOC1, [H-], CI, [Na+]. Product: CN(C(=O)OC(C)(C)C)c1ccc(Br)cn1. Reaction SMILES: [C:1](=[O:2])([O:3][C:4]([CH3:5])([CH3:6])[CH3:7])[NH:8][c:9]1[n:10][cH:11][c:12]([Br:15])[cH:13][cH:14]1.[CH2:20]1[O:21][CH2:22][CH2:23][CH2:24]1.[H-:16].[I:18][CH3:19].[Na+:17]>>[C:1](=[O:2])([O:3][C:4]([CH3:5])([CH3:6])[CH3:7])[N:8]([c:9]1[n:10][cH:11][c:12]([Br:15])[cH:13][cH:14]1)[CH3:19]. Starting materials: C(CCCCCCC)C1=CC=C2C=3C=CC(=CC3CC2=C1)C(=O)O (7-octyl-2-fluorenecarboxylic acid), S(=O)(Cl)Cl (thionyl chloride), S(=O)(Cl)Cl (thionyl chloride). Run in CN(C=O)C (N,N-dimethylformamide). The product is C(CCCCCCC)C1=CC=C2C=3C=CC(=CC3CC2=C1)C(=O)Cl (7-octyl-2-fluorenecarbonyl chloride). RXN SMILES: [CH2:1]([C:9]1[CH:21]=[C:20]2[C:12]([C:13]3[CH:14]=[CH:15][C:16]([C:22]([OH:24])=O)=[CH:17][C:18]=3[CH2:19]2)=[CH:11][CH:10]=1)[CH2:2][CH2:3][CH2:4][CH2:5][CH2:6][CH2:7][CH3:8].S(Cl)([Cl:27])=O>CN(C)C=O>[CH2:1]([C:9]1[CH:21]=[C:20]2[C:12]([C:13]3[CH:14]=[CH:15][C:16]([C:22]([Cl:27])=[O:24])=[CH:17][C:18]=3[CH2:19]2)=[CH:11][CH:10]=1)[CH2:2][CH2:3][CH2:4][CH2:5][CH2:6][CH2:7][CH3:8]. Reported procedure: To 0.70 g (2.17 mM) of 7-octyl-2-fluorenecarboxylic acid, 2.1 ml of thionyl chloride and a drop of N,N-dimethylformamide (DMF) were added, followed by heat-refluxing for 20 minutes under stirring. After the reaction, an excessive thionyl chloride was distilled-off under reduced pressure to obtain 7-octyl-2-fluorenecarbonyl chloride. The reactants are C1COCCO1, CN1CCN(S(=O)(=O)c2ccc(B(O)O)cc2)CC1, COc1cccc2c1nc(C(F)F)n2-c1nc(Cl)nc(N2CCOCC2)n1, [K+], [K+], O=C([O-])[O-], O. Yields the product COc1cccc2c1nc(C(F)F)n2-c1nc(-c2ccc(S(=O)(=O)N3CCN(C)CC3)cc2)nc(N2CCOCC2)n1. As a reaction SMILES: [CH2:53]1[O:54][CH2:55][CH2:56][O:57][CH2:58]1.[CH3:28][N:29]1[CH2:30][CH2:31][N:32]([S:35](=[O:36])(=[O:37])[c:38]2[cH:39][cH:40][c:41]([B:44]([OH:45])[OH:46])[cH:42][cH:43]2)[CH2:33][CH2:34]1.[Cl:1][c:2]1[n:3][c:4](-[n:14]2[c:15]([CH:25]([F:26])[F:27])[n:16][c:17]3[c:18]2[cH:19][cH:20][cH:21][c:22]3[O:23][CH3:24])[n:5][c:6]([N:8]2[CH2:9][CH2:10][O:11][CH2:12][CH2:13]2)[n:7]1.[K+:47].[K+:48].[O-:49][C:50]([O-:51])=[O:52].[OH2:59]>>[c:2]1(-[c:41]2[cH:40][cH:39][c:38]([S:35]([N:32]3[CH2:31][CH2:30][N:29]([CH3:28])[CH2:34][CH2:33]3)(=[O:36])=[O:37])[cH:43][cH:42]2)[n:3][c:4](-[n:14]2[c:15]([CH:25]([F:26])[F:27])[n:16][c:17]3[c:18]2[cH:19][cH:20][cH:21][c:22]3[O:23][CH3:24])[n:5][c:6]([N:8]2[CH2:9][CH2:10][O:11][CH2:12][CH2:13]2)[n:7]1. Product: O=c1ccc(-c2ccccc2)nn1CCN1CCN(c2cccc3ccccc23)CC1. RXN SMILES: [CH3:42][C:43]#[N:44].[Cl:1][CH2:2][CH2:3][n:4]1[n:5][c:6](-[c:11]2[cH:12][cH:13][cH:14][cH:15][cH:16]2)[cH:7][cH:8][c:9]1=[O:10].[Cl:39][CH2:40][Cl:41].[K+:33].[K+:34].[O-:35][C:36]([O-:37])=[O:38].[OH2:45].[c:17]1([N:27]2[CH2:28][CH2:29][NH:30][CH2:31][CH2:32]2)[cH:18][cH:19][cH:20][c:21]2[cH:22][cH:23][cH:24][cH:25][c:26]12>>[CH2:2]([CH2:3][n:4]1[n:5][c:6](-[c:11]2[cH:12][cH:13][cH:14][cH:15][cH:16]2)[cH:7][cH:8][c:9]1=[O:10])[N:30]1[CH2:29][CH2:28][N:27]([c:17]2[cH:18][cH:19][cH:20][c:21]3[cH:22][cH:23][cH:24][cH:25][c:26]23)[CH2:32][CH2:31]1. Starting materials: CC#N, O=c1ccc(-c2ccccc2)nn1CCCl, ClCCl, [K+], [K+], O=C([O-])[O-], O, c1ccc2c(N3CCNCC3)cccc2c1.